Task: describe an organic reaction: reactants, conditions, products, and yield. Dataset: the Open Reaction Database (ORD), a public repository of structured organic reaction records RXN SMILES: [CH3:10][C:11]([CH3:12])([O-:13])[CH3:14].[CH3:41][S:42]([CH3:43])=[O:44].[Cl:1][c:2]1[cH:3][c:4]([OH:9])[cH:5][cH:6][c:7]1[Cl:8].[K+:15].[OH2:40].[c:16]1([S:17](=[O:18])(=[O:19])[c:25]2[n:26][cH:27][c:28]([S:31](=[O:32])(=[O:33])[c:34]3[cH:35][cH:36][cH:37][cH:38][cH:39]3)[cH:29][cH:30]2)[cH:20][cH:21][cH:22][cH:23][cH:24]1>>[Cl:1][c:2]1[cH:3][c:4]([O:9][c:25]2[n:26][cH:27][c:28]([S:31](=[O:32])(=[O:33])[c:34]3[cH:35][cH:36][cH:37][cH:38][cH:39]3)[cH:29][cH:30]2)[cH:5][cH:6][c:7]1[Cl:8]. The product is O=S(=O)(c1ccccc1)c1ccc(Oc2ccc(Cl)c(Cl)c2)nc1. Starting materials: CC(C)(C)[O-], CS(C)=O, Oc1ccc(Cl)c(Cl)c1, [K+], O, O=S(=O)(c1ccccc1)c1ccc(S(=O)(=O)c2ccccc2)nc1.